From a dataset of the Open Reaction Database (ORD), a public repository of structured organic reaction records. describe an organic reaction: reactants, conditions, products, and yield Starting materials: C1(CCCCC1)O (cyclohexanol), C(C)[C@H]1C(CCC(C1)(C)C)=O ((-)-(2R)-2-ethyl-4,4-dimethyl-1-cyclohexanone). The product is C(C)[C@H]1[C@@H](CCC(C1)(C)C)O ((-)-(1R,2R)-2-ethyl-4,4-dimethyl-1-cyclohexanol). Reaction SMILES: C1(O)CCCCC1.[CH2:8]([C@@H:10]1[CH2:15][C:14]([CH3:17])([CH3:16])[CH2:13][CH2:12][C:11]1=[O:18])[CH3:9]>>[CH2:8]([C@@H:10]1[CH2:15][C:14]([CH3:17])([CH3:16])[CH2:13][CH2:12][C@H:11]1[OH:18])[CH3:9]. Procedure: By proceeding as described above for the oxidation of its enantiomer, the above cyclohexanol (1.56 g, 10.0 mmol) was oxidized to (-)-(2R)-2-ethyl-4,4-dimethyl-1-cyclohexanone (1.36 g, 88%, 97% e.e. determined under the conditions described above). Reactants: COc1cc(C)cc(C)c1 (substrate), Cc1ccc([Mg]Br)cc1 (effective_coupling_partner). The reagents and catalysts are C1-CDC. Run at temperature 60 celsius, time 4 hour. Yields the product Cc2ccc(c1cc(C)cc(C)c1)cc2. Starting materials: C[C@@]1(NC(OC1)=O)CCC=1N(C=C(C1)C(CCCCC1=CC=CC=C1)=O)C ((4R)-4-Methyl-4-{2-[1-methyl-4-(5-phenylpentanoyl)pyrrol-2-yl]ethyl}-1,3-oxazolidin-2-one), O1CCCC1 (tetrahydrofuran), CO (methanol), [OH-].[K+] (potassium hydroxide). The solvent is O (water). The product is crude product, N[C@@](CO)(CCC=1N(C=C(C1)C(CCCCC1=CC=CC=C1)=O)C)C ((2R)-2-amino-2-methyl-4-[1-methyl-4-(5-phenylpentanoyl)pyrrol-2-yl]butan-1-ol). The yield is 87.6%. Reaction SMILES: [CH3:1][C@@:2]1([CH2:8][CH2:9][C:10]2[N:11]([CH3:27])[CH:12]=[C:13]([C:15](=[O:26])[CH2:16][CH2:17][CH2:18][CH2:19][C:20]3[CH:25]=[CH:24][CH:23]=[CH:22][CH:21]=3)[CH:14]=2)[CH2:6][O:5]C(=O)[NH:3]1.O1CCCC1.CO.[OH-].[K+]>O>[NH2:3][C@:2]([CH3:1])([CH2:8][CH2:9][C:10]1[N:11]([CH3:27])[CH:12]=[C:13]([C:15](=[O:26])[CH2:16][CH2:17][CH2:18][CH2:19][C:20]2[CH:21]=[CH:22][CH:23]=[CH:24][CH:25]=2)[CH:14]=1)[CH2:6][OH:5] |f:3.4|. Reported procedure: To a solution of (4R)-4-methyl-4-{2-[(1-methyl-4-(5-phenylpentanoyl)pyrrol-2-yl]ethyl}-1,3-oxazolidin-2-one (11 mg, 0.03 mmol) obtained in Example (38a) in a mixed solvent of tetrahydrofuran (1 ml) and methanol (1 ml) was added a 5N aqueous potassium hydroxide solution (1 ml), and the resulting mixture was refluxed for 2 days. After cooling, water was added to the reaction mixture, and the resulting mixture was extracted with dichloromethane. The extract was dried over anhydrous sodium sulfate. ...